From a dataset of the Open Reaction Database (ORD), a public repository of structured organic reaction records. describe an organic reaction: reactants, conditions, products, and yield The reactants are CN(CCCN)CCCNC(=O)OC(C)(C)C, CCOCCO, Cn1c2c3ccccc3nc-2c(Cl)c2ccccc21. The product is CN(CCCNC(=O)OC(C)(C)C)CCCNc1c2nc3ccccc3c-2n(C)c2ccccc12. As a reaction SMILES: [C:20]([CH3:21])([CH3:22])([CH3:23])[O:24][C:25]([NH:26][CH2:27][CH2:28][CH2:29][N:30]([CH3:31])[CH2:32][CH2:33][CH2:34][NH2:35])=[O:36].[CH3:37][CH2:38][O:39][CH2:40][CH2:41][OH:42].[Cl:1][c:2]1[c:3]2[n:19][c:18]3[c:13]([c:4]-2[n:5]([CH3:12])[c:6]2[cH:7][cH:8][cH:9][cH:10][c:11]12)[cH:14][cH:15][cH:16][cH:17]3>>[c:2]1([NH:35][CH2:34][CH2:33][CH2:32][N:30]([CH2:29][CH2:28][CH2:27][NH:26][C:25]([O:24][C:20]([CH3:21])([CH3:22])[CH3:23])=[O:36])[CH3:31])[c:3]2[n:19][c:18]3[c:13]([c:4]-2[n:5]([CH3:12])[c:6]2[cH:7][cH:8][cH:9][cH:10][c:11]12)[cH:14][cH:15][cH:16][cH:17]3. Starting materials: Cn1c(=O)oc2ccc(Br)cc21, O=C([O-])[O-], CC#N, [K+], [K+], CC(C)(C)OC(=O)N1CCCCC1C(=O)NC(Cc1ccc(B2OC(C)(C)C(C)(C)O2)cc1)C(N)=O, O. The product is Cn1c(=O)oc2ccc(-c3ccc(CC(NC(=O)C4CCCCN4C(=O)OC(C)(C)C)C(N)=O)cc3)cc21. As a reaction SMILES: [Br:37][c:38]1[cH:39][cH:40][c:41]2[c:42]([n:43]([CH3:47])[c:44](=[O:46])[o:45]2)[cH:48]1.[C:49](=[O:50])([O-:51])[O-:52].[CH3:55][C:56]#[N:57].[K+:53].[K+:54].[NH2:1][C:2]([CH:3]([CH2:4][c:5]1[cH:6][cH:7][c:8]([B:11]2[O:12][C:13]([CH3:14])([CH3:15])[C:16]([CH3:17])([CH3:18])[O:19]2)[cH:9][cH:10]1)[NH:20][C:21](=[O:22])[CH:23]1[N:24]([C:29](=[O:30])[O:31][C:32]([CH3:33])([CH3:34])[CH3:35])[CH2:25][CH2:26][CH2:27][CH2:28]1)=[O:36].[OH2:58]>>[NH2:1][C:2]([CH:3]([CH2:4][c:5]1[cH:6][cH:7][c:8](-[c:38]2[cH:39][cH:40][c:41]3[c:42]([n:43]([CH3:47])[c:44](=[O:46])[o:45]3)[cH:48]2)[cH:9][cH:10]1)[NH:20][C:21](=[O:22])[CH:23]1[N:24]([C:29](=[O:30])[O:31][C:32]([CH3:33])([CH3:34])[CH3:35])[CH2:25][CH2:26][CH2:27][CH2:28]1)=[O:36].